Dataset: the Open Reaction Database (ORD), a public repository of structured organic reaction records. Task: describe an organic reaction: reactants, conditions, products, and yield Yield: 98.5%. Conditions: time 1 hour. Reaction SMILES: [S:1]1[CH:5]=[CH:4][N:3]=[CH:2]1.[CH:6]([CH:8]1[CH2:13][CH2:12][CH2:11][N:10]([C:14]([O:16][C:17]([CH3:20])([CH3:19])[CH3:18])=[O:15])[CH2:9]1)=[O:7]>O1CCCC1.CCCCCC>[OH:7][CH:6]([C:2]1[S:1][CH:5]=[CH:4][N:3]=1)[CH:8]1[CH2:13][CH2:12][CH2:11][N:10]([C:14]([O:16][C:17]([CH3:20])([CH3:19])[CH3:18])=[O:15])[CH2:9]1. Procedure details: Under a nitrogen atmosphere, 1.25 ml (17.62 mmol) of thiazole were dissolved in 20 ml of tetrahydrofuran at −70° C. 11.1 ml (17.62 mmol) [15% in n-hexane] were subsequently added dropwise at such a rate that the temperature did not exceed −67° C. The mixture was warmed to room temperature, then cooled to −70° C., and 3.76 g (17.62 mmol) of tert-butyl 3-formylpiperidine-1-carboxylate, dissolved in 5 ml of tetrahydrofuran, were added dropwise. The mixture was stirred at −70° C. for 1 h, warmed to ... Starting materials: S1C=NC=C1 (thiazole), C(=O)C1CN(CCC1)C(=O)OC(C)(C)C (tert-butyl 3-formylpiperidine-1-carboxylate). Product: OC(C1CN(CCC1)C(=O)OC(C)(C)C)C=1SC=CN1 (tert-butyl 3-(hydroxythiazol-2-ylmethyl)-piperidine-1-carboxylate). Solvent: O1CCCC1 (tetrahydrofuran), O1CCCC1 (tetrahydrofuran), CCCCCC (n-hexane). Reactants: CC1(CCC(C2CN(CC12)C(=O)OC(C)(C)C)(O)C1=C(C=CC=C1)OC)C ((3aRS,4RS,7aRS)-7,7-dimethyl-4-(2-methoxyphenyl)-2-t -butyloxycarbonyl-4-perhydroisoindolol), Cl (hydrochloric acid). Run in O1CCOCC1 (dioxane), O1CCOCC1 (dioxane). Run at time 1 hour. Product: Cl.CC1(CCC(C2CNCC12)(O)C1=C(C=CC=C1)OC)C ((3aRS,4RS,7aRS)-7,7-dimethyl-4-(2-methoxyphenyl)-4-perhydroisoindolol hydrochloride). RXN SMILES: [CH3:1][C:2]1([CH3:27])[CH:10]2[CH:6]([CH2:7][N:8](C(OC(C)(C)C)=O)[CH2:9]2)[C:5]([C:19]2[CH:24]=[CH:23][CH:22]=[CH:21][C:20]=2[O:25][CH3:26])([OH:18])[CH2:4][CH2:3]1.[ClH:28]>O1CCOCC1>[ClH:28].[CH3:1][C:2]1([CH3:27])[CH:10]2[CH:6]([CH2:7][NH:8][CH2:9]2)[C:5]([C:19]2[CH:24]=[CH:23][CH:22]=[CH:21][C:20]=2[O:25][CH3:26])([OH:18])[CH2:4][CH2:3]1 |f:3.4|. Procedure: To a solution of 1.49 g of (3aRS,4RS,7aRS)-7,7-dimethyl-4-(2-methoxyphenyl)-2-t -butyloxycarbonyl-4-perhydroisoindolol in 21 cm3 of dioxane are added 35 cm3 of 7.4 N hydrochloric acid solution in dioxane. The reaction mixture is stirred for 1 hour at room temperature and then concentrated to dryness under reduced pressure (2.7 kPa). 1.47 g of (3aRS,4RS,7aRS)-7,7-dimethyl-4-(2-methoxyphenyl)-4-perhydroisoindolol hydrochloride are obtained in the form of a white foam.